Dataset: the Open Reaction Database (ORD), a public repository of structured organic reaction records. Task: describe an organic reaction: reactants, conditions, products, and yield Yields the product C(=O)O.NC=1COCC([C@@](N1)(C)C=1C=C(C=CC1F)NC(C1=NC=C(C=C1)C#CC1CC1)=O)(F)F ((R)—N-(3-(3-Amino-6,6-difluoro-5-methyl-2,5,6,7-tetrahydro-1,4-oxazepin-5-yl)-4-fluorophenyl)-5-(cyclopropylethynyl)picolinamide formate). RXN SMILES: [NH2:1][C:2]1[CH:3]=[CH:4][C:5]([F:19])=[C:6]([C@:8]2([CH3:18])[C:14]([F:16])([F:15])[CH2:13][O:12][CH2:11][C:10]([NH2:17])=[N:9]2)[CH:7]=1.[CH:20]1([C:23]#[C:24][C:25]2[CH:26]=[CH:27][C:28]([C:31]([OH:33])=[O:32])=[N:29][CH:30]=2)[CH2:22][CH2:21]1>>[CH:31]([OH:33])=[O:32].[NH2:17][C:10]1[CH2:11][O:12][CH2:13][C:14]([F:15])([F:16])[C@:8]([C:6]2[CH:7]=[C:2]([NH:1][C:31](=[O:32])[C:28]3[CH:27]=[CH:26][C:25]([C:24]#[C:23][CH:20]4[CH2:22][CH2:21]4)=[CH:30][N:29]=3)[CH:3]=[CH:4][C:5]=2[F:19])([CH3:18])[N:9]=1 |f:2.3|. Procedure: The coupling of (R)-5-(5-amino-2-fluorophenyl)-6,6-difluoro-5-methyl-2,5,6,7-tetrahydro-1,4-oxazepin-3-amine (intermediate A9B) and 5-cyclopropylethynyl-pyridine-2-carboxylic acid (prepared according to Suzuki, Y. et al., Int. Patent Application Publ. No. WO2009091016) yielded the title compound as an off-white solid. MS (ISP): m/z=443.3 [M+H]+. Starting materials: NC=1C=CC(=C(C1)[C@]1(N=C(COCC1(F)F)N)C)F ((R)-5-(5-amino-2-fluorophenyl)-6,6-difluoro-5-methyl-2,5,6,7-tetrahydro-1,4-oxazepin-3-amine), C1(CC1)C#CC=1C=CC(=NC1)C(=O)O (5-cyclopropylethynyl-pyridine-2-carboxylic acid). Reactants: CO, Cl, [Na+], [OH-], COC(=O)c1ccc(-c2ccccc2)cc1NC(=O)c1cc(C2CCN(C)CC2)ccc1O. The product is CN1CCC(c2ccc(O)c(C(=O)Nc3cc(-c4ccccc4)ccc3C(=O)O)c2)CC1. Reaction SMILES: [CH3:37][OH:38].[ClH:36].[Na+:2].[OH-:1].[OH:3][c:4]1[c:5]([C:6](=[O:7])[NH:8][c:9]2[c:10]([C:11](=[O:12])[O:13][CH3:14])[cH:15][cH:16][c:17](-[c:19]3[cH:20][cH:21][cH:22][cH:23][cH:24]3)[cH:18]2)[cH:25][c:26]([CH:29]2[CH2:30][CH2:31][N:32]([CH3:35])[CH2:33][CH2:34]2)[cH:27][cH:28]1>>[OH:3][c:4]1[c:5]([C:6](=[O:7])[NH:8][c:9]2[c:10]([C:11](=[O:12])[OH:13])[cH:15][cH:16][c:17](-[c:19]3[cH:20][cH:21][cH:22][cH:23][cH:24]3)[cH:18]2)[cH:25][c:26]([CH:29]2[CH2:30][CH2:31][N:32]([CH3:35])[CH2:33][CH2:34]2)[cH:27][cH:28]1. Reactants: CC(C)(C)S(=O)NC(c1ccc(Br)nc1)C(F)(F)F, O=C([O-])[O-], CO, Cl, [K+], [K+], C1COCCO1. Reaction SMILES: [Br:1][c:2]1[cH:3][cH:4][c:5]([CH:8]([C:9]([F:10])([F:11])[F:12])[NH:13][S:14]([C:15]([CH3:16])([CH3:17])[CH3:18])=[O:19])[cH:6][n:7]1.[C:29](=[O:30])([O-:31])[O-:32].[CH3:27][OH:28].[ClH:20].[K+:33].[K+:34].[O:21]1[CH2:22][CH2:23][O:24][CH2:25][CH2:26]1>>[Br:1][c:2]1[cH:3][cH:4][c:5]([CH:8]([C:9]([F:10])([F:11])[F:12])[NH2:13])[cH:6][n:7]1. Product: NC(c1ccc(Br)nc1)C(F)(F)F. The product is C(C1=CC=CC=C1)(=O)C1=C(SC=C1C1CC1)NC(CBr)=O (3-benzoyl-2-(α-bromoacetamido)-4-cyclopropylthiophene). Reaction SMILES: [NH2:1][C:2]1[S:3][CH:4]=[C:5]([CH:15]2[CH2:17][CH2:16]2)[C:6]=1[C:7](=[O:14])[C:8]1[CH:13]=[CH:12][CH:11]=[CH:10][CH:9]=1.[Br:18][CH2:19][C:20](Br)=[O:21]>>[C:7]([C:6]1[C:5]([CH:15]2[CH2:16][CH2:17]2)=[CH:4][S:3][C:2]=1[NH:1][C:20](=[O:21])[CH2:19][Br:18])(=[O:14])[C:8]1[CH:13]=[CH:12][CH:11]=[CH:10][CH:9]=1. Procedure details: reacting the 2-amino-3-benzoyl-4-cyclopropylthiophene with bromoacetyl bromide to form 3-benzoyl-2-(α-bromoacetamido)-4-cyclopropylthiophene (IV), The reactants are NC=1SC=C(C1C(C1=CC=CC=C1)=O)C1CC1 (2-amino-3-benzoyl-4-cyclopropylthiophene), BrCC(=O)Br (bromoacetyl bromide). Starting materials: NC1=C(C(=O)NCCC2CCN(CC2)C2=NC(=NC3=CC(=C(C=C23)OC)OC)N2CCOCC2)C=C(C=C1)C (4-[2-(2-amino-5-methylbenzoylamino)ethyl]-1-(6,7-dimethoxy-2-morpholino-4-quinazolinyl)piperidine), NC1=C(C(=O)NCCC2CCN(CC2)C2=NC(=NC3=CC(=C(C=C23)OC)OC)N2CCOCC2)C=C(C=C1)C (4-[2-(2-amino-5-methylbenzoylamino)ethyl]-1-(6,7-dimethoxy-2-morpholino-4-quinazolinyl)piperidine), C(OCC)(=O)Cl (Ethyl chlorocarbonate). Yields the product C(C)OC(=O)NC1=C(C(=O)NCCC2CCN(CC2)C2=NC(=NC3=CC(=C(C=C23)OC)OC)N2CCOCC2)C=C(C=C1)C (4-[2-(2-ethoxycarbonylamino-5-methylbenzoylamino)ethyl]-1-(6,7-dimethoxy-2-morpholino-4-quinazolinyl)piperidine). As a reaction SMILES: [NH2:1][C:2]1[CH:38]=[CH:37][C:36]([CH3:39])=[CH:35][C:3]=1[C:4]([NH:6][CH2:7][CH2:8][CH:9]1[CH2:14][CH2:13][N:12]([C:15]2[C:24]3[C:19](=[CH:20][C:21]([O:27][CH3:28])=[C:22]([O:25][CH3:26])[CH:23]=3)[N:18]=[C:17]([N:29]3[CH2:34][CH2:33][O:32][CH2:31][CH2:30]3)[N:16]=2)[CH2:11][CH2:10]1)=[O:5].[C:40](Cl)(=[O:44])[O:41][CH2:42][CH3:43]>>[CH2:42]([O:41][C:40]([NH:1][C:2]1[CH:38]=[CH:37][C:36]([CH3:39])=[CH:35][C:3]=1[C:4]([NH:6][CH2:7][CH2:8][CH:9]1[CH2:14][CH2:13][N:12]([C:15]2[C:24]3[C:19](=[CH:20][C:21]([O:27][CH3:28])=[C:22]([O:25][CH3:26])[CH:23]=3)[N:18]=[C:17]([N:29]3[CH2:34][CH2:33][O:32][CH2:31][CH2:30]3)[N:16]=2)[CH2:11][CH2:10]1)=[O:5])=[O:44])[CH3:43]. Procedure details: Ethyl chlorocarbonate (10 ml) was added to 540 mg (1.01 mmol) of 4-[2-(2-amino-5-methylbenzoylamino)ethyl]-1-(6,7-dimethoxy-2-morpholino-4-quinazolinyl)piperidine (Compound 1) obtained in Reference Example 13, and the mixture was heated under reflux for 10 hours. After cooling to room temperature, the solvent was evaporated under reduced pressure, followed by addition of hexane and ether to the residue. The precipitated crystals were collected by filtration to give 430 mg of crude 4-[2-(2-ethoxy... The reactants are O (Water), C(C)I (ethyl iodide), [H-].[Na+] (sodium hydride), [H-].[Na+] (Sodium hydride), suspension, N1=CC=CC2=C1SC1=C(NC2=O)C=CC=C1 (pyrido[2,3-b][1,5]benzothiazepin-5(6H)-one). Solvent: CN(C=O)C (dimethylformamide). Reaction conditions: temperature 50 celsius. Yields the product C(C)N1C(C2=C(SC3=C1C=CC=C3)N=CC=C2)=O (6-Ethylpyrido[2,3-b][1,5]benzothiazepin-5(6H)-one). Reaction SMILES: [H-].[Na+].[N:3]1[C:8]2[S:9][C:10]3[CH:18]=[CH:17][CH:16]=[CH:15][C:11]=3[NH:12][C:13](=[O:14])[C:7]=2[CH:6]=[CH:5][CH:4]=1.[CH2:19](I)[CH3:20].O>CN(C)C=O>[CH2:19]([N:12]1[C:11]2[CH:15]=[CH:16][CH:17]=[CH:18][C:10]=2[S:9][C:8]2[N:3]=[CH:4][CH:5]=[CH:6][C:7]=2[C:13]1=[O:14])[CH3:20] |f:0.1|. Procedure details: Sodium hydride (1.05 g of a 50% suspension in mineral oil) was added to a suspension of pyrido[2,3-b][1,5]benzothiazepin-5(6H)-one (4.0 g, 0.0175 mol) in 100 ml of dimethylformamide and the resulting mixture stirred until the evolution of gas stopped, at which time the mixture was heated to 50° C. for 30 min. After cooling to room temperature, ethyl iodide (5.46 g, 0.035 mol) was slowly added and the reaction mixture allowed to stir for 2 hours. Crushed ice was added to decompose unreacted sodiu... Reactants: NC=1C=C(C=CC1)NC(C)=O (N-(3-Aminophenyl)acetamide), BrC(C(=O)OCC)C1=CC=CC=C1 (ethyl 2-bromo-2-phenylacetate), CCN(C(C)C)C(C)C (DIPEA). The solvent is C(C)#N (acetonitrile). Conditions: temperature 100 celsius. The product is C(C)OC(C(C1=CC=CC=C1)NC1=CC(=CC=C1)NC(C)=O)=O ((3-acetylamino-phenylamino)-phenyl-acetic acid ethyl ester). The yield is 85.9%. As a reaction SMILES: [NH2:1][C:2]1[CH:3]=[C:4]([NH:8][C:9](=[O:11])[CH3:10])[CH:5]=[CH:6][CH:7]=1.Br[CH:13]([C:19]1[CH:24]=[CH:23][CH:22]=[CH:21][CH:20]=1)[C:14]([O:16][CH2:17][CH3:18])=[O:15].CCN(C(C)C)C(C)C>C(#N)C>[CH2:17]([O:16][C:14](=[O:15])[CH:13]([NH:1][C:2]1[CH:7]=[CH:6][CH:5]=[C:4]([NH:8][C:9](=[O:11])[CH3:10])[CH:3]=1)[C:19]1[CH:24]=[CH:23][CH:22]=[CH:21][CH:20]=1)[CH3:18]. Procedure: N-(3-Aminophenyl)acetamide (371 mg, 2.47 mmol), ethyl 2-bromo-2-phenylacetate (0.29 mL, 1.64 mmol), and DIPEA (0.43 mL, 2.47 mmol) are dissolved in acetonitrile (5 mL). The reaction is heated under MW irradiation at 100° C. for 30 minutes. Conversion complete by UPLC/MS-UV. Acetonitrile is evaporated and the crude residue is purified by flash chromatography (DCM/EtOAc=8/2) to obtain intermediate I92 as a colorless oil (440 mg, 86% yield).